From a dataset of the Open Reaction Database (ORD), a public repository of structured organic reaction records. describe an organic reaction: reactants, conditions, products, and yield The reactants are C(=O)(OCC)NC(CC(=O)C)=O (N-carbethoxyacetoacetamide), S(=O)(=O)(Cl)Cl (Sulfuryl chloride). Solvent: C(Cl)Cl (methylene chloride). Product: C(=O)(OCC)NC(C(C(=O)C)Cl)=O (N-Carboethoxy-2-chloroacetoacetamide). The yield is 99.8%. As a reaction SMILES: [C:1]([NH:6][C:7](=[O:12])[CH2:8][C:9]([CH3:11])=[O:10])([O:3][CH2:4][CH3:5])=[O:2].S(Cl)([Cl:16])(=O)=O>C(Cl)Cl>[C:1]([NH:6][C:7](=[O:12])[CH:8]([Cl:16])[C:9]([CH3:11])=[O:10])([O:3][CH2:4][CH3:5])=[O:2]. Reported procedure: The N-carbethoxyacetoacetamide (12.7 g from above reaction) was dissolved in methylene chloride (50 ml) and cooled in an ice bath. Sulfuryl chloride (10.0 g) was added dropwise to the reaction mixture. After refluxing for 45 minutes the solvent was evaporated under reduced pressure. The resulting colorless oil crystallized over night to give 15.2 g (99%) colorless product. An analytical sample recrystallized from CHCl3 /cyclohexane had mp 69.5°-70.0°; ir (Nujol) 3200, 1760 (broad), 1540 cm-1 ; n... The reactants are BrCCC1=CC=C(C=C1)[N+](=O)[O-] (1-(2-bromoethyl)-4-nitrobenzene), COC=1C=C2CCNCC2=CC1 (1,2,3,4-tetrahydro-6-methoxyisoquinoline), C([O-])([O-])=O.[K+].[K+] (potassium carbonate). Run in CN(C)C=O (DMF). Conditions: time 15 hour. Product: COC=1C=C2CCN(CC2=CC1)CCC1=CC=C(C=C1)[N+](=O)[O-] (1,2,3,4-Tetrahydro-6-methoxy-2-[2-(4-nitrophenyl)ethyl]isoquinoline). Yield: 23.0%. RXN SMILES: Br[CH2:2][CH2:3][C:4]1[CH:9]=[CH:8][C:7]([N+:10]([O-:12])=[O:11])=[CH:6][CH:5]=1.[CH3:13][O:14][C:15]1[CH:16]=[C:17]2[C:22](=[CH:23][CH:24]=1)[CH2:21][NH:20][CH2:19][CH2:18]2.C(=O)([O-])[O-].[K+].[K+]>CN(C=O)C>[CH3:13][O:14][C:15]1[CH:16]=[C:17]2[C:22](=[CH:23][CH:24]=1)[CH2:21][N:20]([CH2:2][CH2:3][C:4]1[CH:9]=[CH:8][C:7]([N+:10]([O-:12])=[O:11])=[CH:6][CH:5]=1)[CH2:19][CH2:18]2 |f:2.3.4|. Procedure: A mixture of 1-(2-bromoethyl)-4-nitrobenzene (6.4 g), 1,2,3,4-tetrahydro-6-methoxyisoquinoline (4.6 g; Daniel J. Sall and Gary L. Grunewald, J. Med. Chem. 1987, 30, 2208-2216) and potassium carbonate (9.7 g) in DMF (150 ml) was stirred at 50° for 15 h. The mixture was evaporated to dryness and the residue was extracted with dichloromethane. The organic layer was washed with water, dried, filtered and evaporated. The residue was then purified by column chromatography eluting with dichloromethane/... Reactants: [Br-], CCCCCCCCCCCCCCCCCCOCC(COCCCCCCCCCCCCCCCCCC)(COCCCCCCCCCCCCCCCCCC)COc1ccc2c(c1)C(=O)c1ccccc1-2, C1CCOC1, [Mg+]c1ccc(Cl)cc1. Yields the product CCCCCCCCCCCCCCCCCCOCC(COCCCCCCCCCCCCCCCCCC)(COCCCCCCCCCCCCCCCCCC)COc1ccc2c(c1)C(O)(c1ccc(Cl)cc1)c1ccccc1-2. RXN SMILES: [Br-:78].[CH2:1]([CH2:2][CH2:3][CH2:4][CH2:5][CH2:6][CH2:7][CH2:8][CH2:9][CH2:10][CH2:11][CH2:12][CH2:13][CH2:14][CH2:15][CH2:16][CH2:17][CH3:18])[O:19][CH2:20][C:21]([CH2:22][O:23][c:24]1[cH:25][c:26]2[c:34]([cH:35][cH:36]1)-[c:33]1[c:28]([cH:29][cH:30][cH:31][cH:32]1)[C:27]2=[O:37])([CH2:38][O:39][CH2:40][CH2:41][CH2:42][CH2:43][CH2:44][CH2:45][CH2:46][CH2:47][CH2:48][CH2:49][CH2:50][CH2:51][CH2:52][CH2:53][CH2:54][CH2:55][CH2:56][CH3:57])[CH2:58][O:59][CH2:60][CH2:61][CH2:62][CH2:63][CH2:64][CH2:65][CH2:66][CH2:67][CH2:68][CH2:69][CH2:70][CH2:71][CH2:72][CH2:73][CH2:74][CH2:75][CH2:76][CH3:77].[CH2:87]1[O:88][CH2:89][CH2:90][CH2:91]1.[Cl:79][c:80]1[cH:81][cH:82][c:83]([Mg+:86])[cH:84][cH:85]1>>[CH2:1]([CH2:2][CH2:3][CH2:4][CH2:5][CH2:6][CH2:7][CH2:8][CH2:9][CH2:10][CH2:11][CH2:12][CH2:13][CH2:14][CH2:15][CH2:16][CH2:17][CH3:18])[O:19][CH2:20][C:21]([CH2:22][O:23][c:24]1[cH:25][c:26]2[c:34]([cH:35][cH:36]1)-[c:33]1[c:28]([cH:29][cH:30][cH:31][cH:32]1)[C:27]2([OH:37])[c:83]1[cH:82][cH:81][c:80]([Cl:79])[cH:85][cH:84]1)([CH2:38][O:39][CH2:40][CH2:41][CH2:42][CH2:43][CH2:44][CH2:45][CH2:46][CH2:47][CH2:48][CH2:49][CH2:50][CH2:51][CH2:52][CH2:53][CH2:54][CH2:55][CH2:56][CH3:57])[CH2:58][O:59][CH2:60][CH2:61][CH2:62][CH2:63][CH2:64][CH2:65][CH2:66][CH2:67][CH2:68][CH2:69][CH2:70][CH2:71][CH2:72][CH2:73][CH2:74][CH2:75][CH2:76][CH3:77]. Starting materials: COc1cccc(Br)n1, CCO, Cc1ccccc1, O=Cc1sccc1B(O)O, [Cl-], [Na+], [Na+], [Na+], O=C([O-])[O-]. Product: COc1cccc(-c2ccsc2C=O)n1. As a reaction SMILES: [Br:11][c:12]1[n:13][c:14]([O:18][CH3:19])[cH:15][cH:16][cH:17]1.[CH3:28][CH2:29][OH:30].[CH3:31][c:32]1[cH:33][cH:34][cH:35][cH:36][cH:37]1.[CH:1](=[O:2])[c:3]1[s:4][cH:5][cH:6][c:7]1[B:8]([OH:9])[OH:10].[Cl-:26].[Na+:20].[Na+:21].[Na+:27].[O-:22][C:23](=[O:24])[O-:25]>>[CH:1](=[O:2])[c:3]1[s:4][cH:5][cH:6][c:7]1-[c:12]1[n:13][c:14]([O:18][CH3:19])[cH:15][cH:16][cH:17]1. The reactants are C(C)(C)(C)OC(=O)N1CCC(CC1)C=O (4-formylpiperidine-1-carboxylic acid tert-butyl ester), CC=1C(=NC=CC1)CN (C-(3-methylpyridin-2-yl)-methylamine), [BH-](OC(=O)C)(OC(=O)C)OC(=O)C.[Na+] (NaBH(OAc)3). The solvent is C(Cl)Cl (CH2Cl2). Yields the product C(C)(C)(C)OC(=O)N1CCC(CC1)CNCC1=NC=CC=C1C (4-{[(3-methyl-pyridin-2-ylmethyl)-amino]-methyl}-piperidine-1-carboxylic acid tert-butyl ester). As a reaction SMILES: [C:1]([O:5][C:6]([N:8]1[CH2:13][CH2:12][CH:11]([CH:14]=O)[CH2:10][CH2:9]1)=[O:7])([CH3:4])([CH3:3])[CH3:2].[CH3:16][C:17]1[C:18]([CH2:23][NH2:24])=[N:19][CH:20]=[CH:21][CH:22]=1.[BH-](OC(C)=O)(OC(C)=O)OC(C)=O.[Na+]>C(Cl)Cl>[C:1]([O:5][C:6]([N:8]1[CH2:13][CH2:12][CH:11]([CH2:14][NH:24][CH2:23][C:18]2[C:17]([CH3:16])=[CH:22][CH:21]=[CH:20][N:19]=2)[CH2:10][CH2:9]1)=[O:7])([CH3:4])([CH3:3])[CH3:2] |f:2.3|. Procedure details: Using General Procedure B, reaction of 4-formylpiperidine-1-carboxylic acid tert-butyl ester (Bioorg. Med. Chem. Lett. 2002, 12, 1785-1790), C-(3-methylpyridin-2-yl)-methylamine and NaBH(OAc)3 in CH2Cl2 gave 4-{[(3-methyl-pyridin-2-ylmethyl)-amino]-methyl}-piperidine-1-carboxylic acid tert-butyl ester as a clear oil. Starting materials: C(C)(=O)O[BH-](OC(C)=O)OC(C)=O.[Na+] (sodium triacetoxyborohydride), C(CCC)NC=1C=CC=2N(N1)C(=CN2)C2=CC(=C(C=O)C=C2)F (4-(6-butylamino-imidazo[1,2-b]pyridazin-3-yl)-2-fluoro-benzaldehyde), ClC(C)Cl (dichloroethane), C(C)(C)(C)N (tert-butyl amine). Product: C(CCC)NC=1C=CC=2N(N1)C(=CN2)C2=CC(=C(C=C2)CNC(C)(C)C)F (butyl-{3-[4-(tert-butylamino-methyl)-3-fluoro-phenyl]-imidazo[1,2-b]pyridazin-6-yl}-amine). The yield is 86.6%. Reaction SMILES: [CH2:1]([NH:5][C:6]1[CH:7]=[CH:8][C:9]2[N:10]([C:12]([C:15]3[CH:22]=[CH:21][C:18]([CH:19]=O)=[C:17]([F:23])[CH:16]=3)=[CH:13][N:14]=2)[N:11]=1)[CH2:2][CH2:3][CH3:4].ClC(Cl)C.[C:28]([NH2:32])([CH3:31])([CH3:30])[CH3:29].C(O[BH-](OC(=O)C)OC(=O)C)(=O)C.[Na+]>>[CH2:1]([NH:5][C:6]1[CH:7]=[CH:8][C:9]2[N:10]([C:12]([C:15]3[CH:22]=[CH:21][C:18]([CH2:19][NH:32][C:28]([CH3:31])([CH3:30])[CH3:29])=[C:17]([F:23])[CH:16]=3)=[CH:13][N:14]=2)[N:11]=1)[CH2:2][CH2:3][CH3:4] |f:3.4|. Procedure details: A mixture of 4-(6-butylamino-imidazo[1,2-b]pyridazin-3-yl)-2-fluoro-benzaldehyde (30 mg, 0.10 mmol) and dichloroethane (DCE, 1 mL) was treated with tert-butyl amine (0.011 mL, 0.11 mmol) and the resulting reaction mixture was maintained at RT for 20 min. The reaction was then treated with sodium triacetoxyborohydride (23 mg, 0.11 mmol) and the resulting mixture was maintained until LCMS indicated complete consumption of the aldehyde. The reaction was quenched with saturated aqueous sodium bicarb...